Task: describe an organic reaction: reactants, conditions, products, and yield. Dataset: the Open Reaction Database (ORD), a public repository of structured organic reaction records Reactants: [OH-].[Na+] (NaOH), Polyphosphoric acid, O=P12OP3(=O)OP(=O)(O1)OP(=O)(O2)O3 (phosphorus pentoxide), C1(=CC=CC=C1)CCNC=O (N-Phenylethylformamide). Run in O (water). Run at time 1.5 hour. The product is C1=NCCC2=CC=CC=C12 (3,4-Dihydroisoquinoline). Isolated yield 74.3%. As a reaction SMILES: O=P12OP3(OP(OP(O3)(O1)=O)(=O)O2)=O.[C:15]1([CH2:21][CH2:22][NH:23][CH:24]=O)[CH:20]=[CH:19][CH:18]=[CH:17][CH:16]=1.[OH-].[Na+]>O>[CH:24]1[C:20]2[C:15](=[CH:16][CH:17]=[CH:18][CH:19]=2)[CH2:21][CH2:22][N:23]=1 |f:2.3|. Procedure details: Polyphosphoric acid (25 g) and phosphorus pentoxide (5.4 g, 38.0 mmol) were heated to 180° C. over the course of one hour in an oil bath under an argon atmosphere. N-Phenylethylformamide (146) (4.3 g, 28.8 mmol) was then added at 160° C., and the mixture was stirred for 1.5 hours at constant temperature. The mixture was then allowed to cool to room temperature, and water (40 ml) was added. The mixture was subsequently adjusted to pH 10 by careful addition of saturated aqueous NaOH solution. The ... Reactants: C1=C(C=CC2=CC=CC=C12)C(CC(=O)OC(C=C)(CCC=C(C)C)C)=O (3,7-dimethyl-1,6-octadien-3-yl 3(β-naphthyl)-3-oxo-propionate), C=C1CC(=O)O1 (diketene), β-ketoester, CC(C=C)(CCC=C(C)C)O (3,7-dimethyl-1,6-octadien-3-ol). Yields the product O=C(CC(=O)OC(C=C)(CCC=C(C)C)C)C (3,7-dimethyl-1,6-octadien-3-yl 3-oxo-butyrate). Reaction SMILES: C1C2C(=CC=CC=2)C=C[C:2]=1[C:11](=[O:26])[CH2:12][C:13]([O:15][C:16]([CH3:25])([CH2:19][CH2:20][CH:21]=[C:22]([CH3:24])[CH3:23])[CH:17]=[CH2:18])=[O:14].CC(O)(CCC=C(C)C)C=C.C=C1OC(=O)C1>>[O:26]=[C:11]([CH3:2])[CH2:12][C:13]([O:15][C:16]([CH3:25])([CH2:19][CH2:20][CH:21]=[C:22]([CH3:24])[CH3:23])[CH:17]=[CH2:18])=[O:14]. Procedure: The pro-accord 3,7-dimethyl-1,6-octadien-3-yl 3(β-naphthyl)-3-oxo-propionate, which is a β-ketoester pro-accord, is prepared by treating 3,7-dimethyl-1,6-octadien-3-ol (linalool), which is a fragrance raw material according to the present invention, with diketene under suitable conditions to form intermediate 3,7-dimethyl-1,6-octadien-3-yl 3-oxo-butyrate, which is subsequently treated with 2-naphthoyl chloride to yield the pro-accord. 3,7-Dimethyl-1,6-octadien-3-yl 3-(β-naphthyl)-3-oxo-propionat... Starting materials: ClC(C1=CC=C(C=C1)F)=NO (α-chloro-4-fluorobenzaldoxime), C(C)[Zn]CC (diethylzinc), CCCCCCC (heptane), O[C@@H](C(=O)OC(C)C)[C@H](C(=O)OC(C)C)O ((2R,3R)-diisopropyl 2,3-dihydroxysuccinate), C(C)[Zn]CC (diethylzinc), CCCCCCC (heptane), C(C=C)O (allyl alcohol). Run in C(Cl)Cl (CH2Cl2), CO (MeOH), C(Cl)(Cl)Cl (chloroform), C(Cl)(Cl)Cl (chloroform). Conditions: time 15 minute. Product: FC1=CC=C(C=C1)C1=NO[C@H](C1)CO (((R)-3-(4-fluorophenyl)-4,5-dihydroisoxazol-5-yl)methanol). Reaction SMILES: [CH2:1]([OH:4])[CH:2]=[CH2:3].C([Zn]CC)C.CCCCCCC.O[C@H]([C@@H](O)C(OC(C)C)=O)C(OC(C)C)=O.Cl[C:34](=[N:42][OH:43])[C:35]1[CH:40]=[CH:39][C:38]([F:41])=[CH:37][CH:36]=1>C(Cl)(Cl)Cl.C(Cl)Cl.CO>[F:41][C:38]1[CH:39]=[CH:40][C:35]([C:34]2[CH2:3][C@H:2]([CH2:1][OH:4])[O:43][N:42]=2)=[CH:36][CH:37]=1. Procedure: To a cooled (0° C.) solution of allyl alcohol (1.0 ml, 14.7 mmol) in chloroform (15.0 ml) was added 1.0 M diethylzinc in heptane (15.0 ml, 15.0 mmol) and stirred for 15 min under an atmosphere of nitrogen. A solution of (2R,3R)-diisopropyl 2,3-dihydroxysuccinate (2.7 ml, 12.7 mmol) was added to above mixture and stirred for 2 hours. Then another portion of 1.0 M diethylzinc in heptane (15.0 ml, 15.0 mmol) was added at 0° C. A solution of α-chloro-4-fluorobenzaldoxime (2.8 g, 16.1 mmol) in chloro... The reactants are BrC=1N=CNC1C(=O)OC (methyl 4-bromo-1H-imidazole-5-carboxylate), [OH-].[Na+] (NaOH), Cl (HCl), [OH-].[Na+] (NaOH). Solvent: CO (MeOH). Product: BrC=1N=CNC1C(=O)O (4-bromo-1H-imidazole-5-carboxylic acid). The yield is 23.3%. Reaction SMILES: [Br:1][C:2]1[N:3]=[CH:4][NH:5][C:6]=1[C:7]([O:9]C)=[O:8].[OH-].[Na+].Cl>CO>[Br:1][C:2]1[N:3]=[CH:4][NH:5][C:6]=1[C:7]([OH:9])=[O:8] |f:1.2|. Procedure: A solution of methyl 4-bromo-1H-imidazole-5-carboxylate (0.708 g, 3.5 mmol) was stirred in a solution of MeOH (20 mL) and 2N NaOH (20 mL, 40 mmol) at 40° C. for 4 h, then additional 2N NaOH (20 mL, 40 mmol) was added and the reaction mixture kept at 40° C. for another hour. The reaction mixture was then acidified by addition of 1M HCl (100 mL) and extracted with EtOAc. The organic extracts were dried (Na2SO4), and the solvent was evaporated to provide crude 4-bromo-1H-imidazole-5-carboxylic acid... Starting materials: N (ammonia), OC1=CC(=CC2=CC=CC=C12)O (1,3-dihydroxynaphthalene), steel, N (ammonia). Reaction conditions: temperature 135 celsius, time 14 hour. Yields the product OC1=CC(=CC2=CC=CC=C12)N (4-hydroxy-2-napthylamine). Reaction SMILES: [OH:1][C:2]1[C:11]2[C:6](=[CH:7][CH:8]=[CH:9][CH:10]=2)[CH:5]=[C:4](O)[CH:3]=1.[NH3:13]>>[OH:1][C:2]1[C:11]2[C:6](=[CH:7][CH:8]=[CH:9][CH:10]=2)[CH:5]=[C:4]([NH2:13])[CH:3]=1. Procedure details: A solution of 1,3-dihydroxynaphthalene (1, 50 g, 0.312 mol) in liquid ammonia (200 mL) at −78° C. was sealed in a 1 L steel bomb containing a glass liner. The reaction mixture was warmed to 135±10° C. and 1300 psi for 14 h with vigorous stirring. The vessel was allowed to cool to 60° C., and the ammonia was released slowly. The remaining traces of ammonia were removed by co-evaporation with THF (2×150 mL) under a stream of argon at 60° C. The intermediate 4-hydroxy-2-naphthylamine (2) was not is... Reactants: CC(C)N1CCN(C(=O)C2CCC(O)CC2)CC1, Oc1ccc(-c2nnco2)cc1. The product is CC(C)N1CCN(C(=O)C2CCC(Oc3ccc(-c4nnco4)cc3)CC2)CC1. As a reaction SMILES: [CH:1]([CH3:2])([CH3:3])[N:4]1[CH2:5][CH2:6][N:7]([C:10](=[O:11])[CH:12]2[CH2:13][CH2:14][CH:15]([OH:18])[CH2:16][CH2:17]2)[CH2:8][CH2:9]1.[o:19]1[c:20](-[c:24]2[cH:25][cH:26][c:27]([OH:30])[cH:28][cH:29]2)[n:21][n:22][cH:23]1>>[CH:1]([CH3:2])([CH3:3])[N:4]1[CH2:5][CH2:6][N:7]([C:10](=[O:11])[CH:12]2[CH2:13][CH2:14][CH:15]([O:18][c:27]3[cH:26][cH:25][c:24](-[c:20]4[o:19][cH:23][n:22][n:21]4)[cH:29][cH:28]3)[CH2:16][CH2:17]2)[CH2:8][CH2:9]1.